This data is from the Open Reaction Database (ORD), a public repository of structured organic reaction records. The task is: describe an organic reaction: reactants, conditions, products, and yield Starting materials: C1CCC2(C1)CCNCC2, CCN(C(C)C)C(C)C, ClCCl, COC(=O)C(CC(F)(F)Cc1ccccc1)N=C=O. Yields the product COC(=O)C(CC(F)(F)Cc1ccccc1)NC(=O)N1CCC2(CCCC2)CC1. As a reaction SMILES: [CH2:20]1[CH2:21][CH2:22][CH2:23][C:24]12[CH2:25][CH2:26][NH:27][CH2:28][CH2:29]2.[CH:30]([N:31]([CH2:32][CH3:33])[CH:34]([CH3:35])[CH3:36])([CH3:37])[CH3:38].[Cl:39][CH2:40][Cl:41].[F:1][C:2]([CH2:3][CH:4]([C:5](=[O:6])[O:7][CH3:8])[N:9]=[C:10]=[O:11])([CH2:12][c:13]1[cH:14][cH:15][cH:16][cH:17][cH:18]1)[F:19]>>[F:1][C:2]([CH2:3][CH:4]([C:5](=[O:6])[O:7][CH3:8])[NH:9][C:10](=[O:11])[N:27]1[CH2:26][CH2:25][C:24]2([CH2:20][CH2:21][CH2:22][CH2:23]2)[CH2:29][CH2:28]1)([CH2:12][c:13]1[cH:14][cH:15][cH:16][cH:17][cH:18]1)[F:19]. Reactants: COC=1C=C2C(=CC=NC2=CC1OC)OC1=CC(=C(N)C=C1C)C (4-[(6,7-Dimethoxy-4-quinolyl)oxy]-2,5-dimethylaniline), C1(=CC=CC=C1)C (toluene), C([O-])(O)=O.[Na+] (sodium bicarbonate), ClC(Cl)(OC(OC(Cl)(Cl)Cl)=O)Cl (triphosgene). Solvent: C(C)N(CC)CC (triethylamine), C(Cl)Cl (methylene chloride), C(CC)O (1-propanol). The product is COC=1C=C2C(=CC=NC2=CC1OC)OC1=CC(=C(C=C1C)NC(OCCC)=O)C (Propyl N-{4-[(6,7-dimethoxy-4-quinolyl)oxy]-2,5-dimethylphenyl}carbamate). The yield is 83.0%. Reaction SMILES: [CH3:1][O:2][C:3]1[CH:4]=[C:5]2[C:10](=[CH:11][C:12]=1[O:13][CH3:14])[N:9]=[CH:8][CH:7]=[C:6]2[O:15][C:16]1[C:22]([CH3:23])=[CH:21][C:19]([NH2:20])=[C:18]([CH3:24])[CH:17]=1.[C:25]1([CH3:31])C=CC=C[CH:26]=1.ClC(Cl)([O:35][C:36](=O)[O:37]C(Cl)(Cl)Cl)Cl.C(=O)(O)[O-].[Na+]>C(Cl)Cl.C(O)CC.C(N(CC)CC)C>[CH3:1][O:2][C:3]1[CH:4]=[C:5]2[C:10](=[CH:11][C:12]=1[O:13][CH3:14])[N:9]=[CH:8][CH:7]=[C:6]2[O:15][C:16]1[C:22]([CH3:23])=[CH:21][C:19]([NH:20][C:36](=[O:35])[O:37][CH2:26][CH2:25][CH3:31])=[C:18]([CH3:24])[CH:17]=1 |f:3.4|. Reported procedure: 4-[(6,7-Dimethoxy-4-quinolyl)oxy]-2,5-dimethylaniline (100 mg) was added to toluene (10 ml) and triethylamine (1 ml), and the mixture was heated under reflux to prepare a solution. A solution of triphosgene (140 mg) in methylene chloride was then added thereto, and the mixture was heated under reflux for 10 min. Next, 1-propanol (28 mg) was added thereto, and the mixture was further stirred with heating under reflux for 3 hr. A saturated aqueous sodium bicarbonate solution was added to stop the ... Starting materials: BrC1=CC=C(CCBr)C=C1 (4-bromophenethyl bromide), COC(C)O (methoxyethanol), mercury II perchlorate, [Cl-].[Na+].O (brine). Reaction conditions: time 8 hour. Yields the product BrC1=CC=C(CCOCCOC)C=C1 (1-(-4-bromophenethyloxy)-2-methoxyethane). RXN SMILES: [Br:1][C:2]1[CH:10]=[CH:9][C:5]([CH2:6][CH2:7]Br)=[CH:4][CH:3]=1.[CH3:11][O:12][CH:13](O)[CH3:14].[Cl-].[Na+].[OH2:18]>>[Br:1][C:2]1[CH:10]=[CH:9][C:5]([CH2:6][CH2:7][O:18][CH2:14][CH2:13][O:12][CH3:11])=[CH:4][CH:3]=1 |f:2.3.4|. Reported procedure: 4-bromophenethyl bromide (4.0 g) was added in a dropwise manner to a cooled solution of methoxyethanol (50 ml) and mercury II perchlorate (prepared from 3.39 g of mercury II oxide and 4.71 g of 60% perchloric acid). The mixture was stirred overnight at ambient temperature. Saturated brine (80 ml) was added, the mercury salts removed by filtration and washed with ether. The filtrate was extracted with ether (3×100 ml). The ether extracts were combined, washed with water (20 ml), saturated brine (... Starting materials: CS(C)=O, Fc1cccs1, [H-], [Na+], CNCCC(O)c1ccccc1. Product: CNCCC(Oc1cccs1)c1ccccc1. RXN SMILES: [CH3:21][S:22]([CH3:23])=[O:24].[F:15][c:16]1[s:17][cH:18][cH:19][cH:20]1.[H-:13].[Na+:14].[OH:1][CH:2]([CH2:3][CH2:4][NH:5][CH3:6])[c:7]1[cH:8][cH:9][cH:10][cH:11][cH:12]1>>[O:1]([CH:2]([CH2:3][CH2:4][NH:5][CH3:6])[c:7]1[cH:8][cH:9][cH:10][cH:11][cH:12]1)[c:16]1[s:17][cH:18][cH:19][cH:20]1. Reactants: O=C1N(C[C@@H]1NC(C1=C(C=CC=C1)CNC(=O)OCC1=CC=CC=C1)=O)S(=O)(=O)O ((S)-2-oxo-3-[[2-[[[(phenylmethoxy)carbonyl]amino]methyl]benzoyl]amino]-1-azetidinesulfonic acid), Cl (hydrochloric acid), [K] (potassium), [H][H] (hydrogen). The reagents and catalysts are [Pd] (palladium on charcoal). Product: NCC1=C(C(=O)N[C@@H]2C(N(C2)S(=O)(=O)O)=O)C=CC=C1 ((S)-3-[[2-(Aminomethyl)benzoyl]amino]-2-oxo-1-azetidinesulfonic acid). Reaction SMILES: [O:1]=[C:2]1[C@@H:5]([NH:6][C:7](=[O:26])[C:8]2[CH:13]=[CH:12][CH:11]=[CH:10][C:9]=2[CH2:14][NH:15]C(OCC2C=CC=CC=2)=O)[CH2:4][N:3]1[S:27]([OH:30])(=[O:29])=[O:28].[K].[H][H].Cl>[Pd]>[NH2:15][CH2:14][C:9]1[CH:10]=[CH:11][CH:12]=[CH:13][C:8]=1[C:7]([NH:6][C@H:5]1[CH2:4][N:3]([S:27]([OH:30])(=[O:28])=[O:29])[C:2]1=[O:1])=[O:26] |^1:30|. Procedure details: The deprotection of (S)-2-oxo-3-[[2-[[[(phenylmethoxy)carbonyl]amino]methyl]benzoyl]amino]-1-azetidinesulfonic acid, potassium salt (see example 167) using hydrogen gas, palladium on charcoal, and hydrochloric acid, yields the title compound, melting point 162°-165° C. The reactants are [OH-].[Na+] (sodium hydroxide), C(C)(=O)NC1=CC(=C(C(=O)N[C@H]2C[C@H](N(C2)C(C)=O)CO)C=C1Cl)OC (4-acetylamino-5-chloro-2-methoxy-N-[(2S,4S)-1-acetyl-2-hydroxymethyl-4-pyrrolidinyl]benzamide), O (water). The solvent is C(C)O (ethyl alcohol). Run at time 1 hour. Yields the product Cl.NC1=CC(=C(C(=O)N[C@H]2C[C@H](NC2)CO)C=C1Cl)OC (4-amino-5-chloro-2-methoxy-N-[(2S,4S)-2-hydroxymethyl-4-pyrrolidinyl]benzamide monohydrochloride). The yield is 107.0%. As a reaction SMILES: C([NH:4][C:5]1[C:23]([Cl:24])=[CH:22][C:8]([C:9]([NH:11][C@@H:12]2[CH2:16][N:15](C(=O)C)[C@H:14]([CH2:20][OH:21])[CH2:13]2)=[O:10])=[C:7]([O:25][CH3:26])[CH:6]=1)(=O)C.[OH-].[Na+].O>C(O)C>[ClH:24].[NH2:4][C:5]1[C:23]([Cl:24])=[CH:22][C:8]([C:9]([NH:11][C@@H:12]2[CH2:16][NH:15][C@H:14]([CH2:20][OH:21])[CH2:13]2)=[O:10])=[C:7]([O:25][CH3:26])[CH:6]=1 |f:1.2,5.6|. Reported procedure: 11.74 g of 4-acetylamino-5-chloro-2-methoxy-N-[(2S,4S)-1-acetyl-2-hydroxymethyl-4-pyrrolidinyl]benzamide was dissolved in ethyl alcohol (60 ml), and sodium hydroxide (2.7 g) was added thereto. The mixture was heated at reflux for 8.5 hours. After addition of water (20 ml), the mixture was stirred at room temperature for 1 hour to filter insolubles off, and washed sufficiently with water (50 ml). The filtrate was concentrated under reduced pressure, n-butyl alcohol (50 ml) and a saturated brine s... Reactants: CC(C)C(NC(=O)c1ccccc1)C(=O)O, ClCCCl, CO, CCN(C(C)C)C(C)C, Clc1ccc(C2CCNCC2)cc1, Cl, CN(C)C=O, On1nnc2ccccc21. Product: CC(C)C(NC(=O)c1ccccc1)C(=O)N1CCC(c2ccc(Cl)cc2)CC1. As a reaction SMILES: [C:1]([c:2]1[cH:3][cH:4][cH:5][cH:6][cH:7]1)(=[O:8])[NH:9][CH:10]([CH:11]([CH3:12])[CH3:13])[C:14](=[O:15])[OH:16].[CH2:57]([Cl:58])[CH2:59][Cl:60].[CH3:55][OH:56].[CH:27]([N:28]([CH2:29][CH3:30])[CH:31]([CH3:32])[CH3:33])([CH3:34])[CH3:35].[Cl:37][c:38]1[cH:39][cH:40][c:41]([CH:44]2[CH2:45][CH2:46][NH:47][CH2:48][CH2:49]2)[cH:42][cH:43]1.[ClH:36].[O:50]=[CH:51][N:52]([CH3:53])[CH3:54].[OH:17][n:18]1[c:19]2[c:20]([cH:21][cH:22][cH:23][cH:24]2)[n:25][n:26]1>>[C:1]([c:2]1[cH:3][cH:4][cH:5][cH:6][cH:7]1)(=[O:8])[NH:9][CH:10]([CH:11]([CH3:12])[CH3:13])[C:14](=[O:16])[N:47]1[CH2:46][CH2:45][CH:44]([c:41]2[cH:40][cH:39][c:38]([Cl:37])[cH:43][cH:42]2)[CH2:49][CH2:48]1. The reactants are COC(C[C@@H]1COC2=C1C=CC(=C2)O[C@@H]2CCC1=C(C(=CC=C21)C(F)(F)F)Br)=O ({(S)-6-[(R)-4-bromo-5-trifluoromethyl-indan-1-yloxy]-2,3-dihydro-benzofuran-3-yl}-acetic acid methyl ester), [Br-].C(C1=CC=CC=C1)[Zn+] (benzylzinc bromide), Intermediate 1. Yields the product COC(C[C@@H]1COC2=C1C=CC(=C2)O[C@@H]2CCC1=C(C(=CC=C21)C(F)(F)F)CC2=CC=CC=C2)=O ({(S)-6-[(R)-4-benzyl-5-trifluoromethyl-indan-1-yloxy]-2,3-dihydro-benzofuran-3-yl}-acetic acid methyl ester). Reaction SMILES: [CH3:1][O:2][C:3](=[O:29])[CH2:4][C@H:5]1[C:9]2[CH:10]=[CH:11][C:12]([O:14][C@H:15]3[C:23]4[C:18](=[C:19](Br)[C:20]([C:24]([F:27])([F:26])[F:25])=[CH:21][CH:22]=4)[CH2:17][CH2:16]3)=[CH:13][C:8]=2[O:7][CH2:6]1.[Br-].[CH2:31]([Zn+])[C:32]1[CH:37]=[CH:36][CH:35]=[CH:34][CH:33]=1>>[CH3:1][O:2][C:3](=[O:29])[CH2:4][C@H:5]1[C:9]2[CH:10]=[CH:11][C:12]([O:14][C@H:15]3[C:23]4[C:18](=[C:19]([CH2:31][C:32]5[CH:37]=[CH:36][CH:35]=[CH:34][CH:33]=5)[C:20]([C:24]([F:27])([F:26])[F:25])=[CH:21][CH:22]=4)[CH2:17][CH2:16]3)=[CH:13][C:8]=2[O:7][CH2:6]1 |f:1.2|. Procedure details: The title compound is prepared from {(S)-6-[(R)-4-bromo-5-trifluoromethyl-indan-1-yloxy]-2,3-dihydro-benzofuran-3-yl}-acetic acid methyl ester and benzylzinc bromide following a procedure analogous to that described in Step 6 of Intermediate 1. LC (method 3): tR=0.94 min; Mass spectrum (ESI+): m/z=505 [M+Na]+. Starting materials: CNc1cnc2c(cnn2Cc2ccccc2)c1-c1ccc(F)cc1C, CCN(C(C)C)C(C)C, ClCCl, CC(C)(C(=O)Cl)c1cc(C(F)(F)F)cc(C(F)(F)F)c1. The product is Cc1cc(F)ccc1-c1c(N(C)C(=O)C(C)(C)c2cc(C(F)(F)F)cc(C(F)(F)F)c2)cnc2c1cnn2Cc1ccccc1. Reaction SMILES: [CH2:1]([c:2]1[cH:3][cH:4][cH:5][cH:6][cH:7]1)[n:8]1[n:9][cH:10][c:11]2[c:12]1[n:13][cH:14][c:15]([NH:25][CH3:26])[c:16]2-[c:17]1[c:18]([CH3:24])[cH:19][c:20]([F:23])[cH:21][cH:22]1.[CH:27]([N:28]([CH2:29][CH3:30])[CH:31]([CH3:32])[CH3:33])([CH3:34])[CH3:35].[Cl:56][CH2:57][Cl:58].[F:36][C:37]([c:38]1[cH:39][c:40]([C:48]([C:49](=[O:50])[Cl:51])([CH3:52])[CH3:53])[cH:41][c:42]([C:44]([F:45])([F:46])[F:47])[cH:43]1)([F:54])[F:55]>>[CH2:1]([c:2]1[cH:3][cH:4][cH:5][cH:6][cH:7]1)[n:8]1[n:9][cH:10][c:11]2[c:12]1[n:13][cH:14][c:15]([N:25]([CH3:26])[C:49]([C:48]([c:40]1[cH:39][c:38]([C:37]([F:36])([F:54])[F:55])[cH:43][c:42]([C:44]([F:45])([F:46])[F:47])[cH:41]1)([CH3:52])[CH3:53])=[O:50])[c:16]2-[c:17]1[c:18]([CH3:24])[cH:19][c:20]([F:23])[cH:21][cH:22]1. Reactants: C(C)OC=1C=C2C(C(NC2=CC1)=O)(C1=CC=CC=C1)N(NC(=O)OCC)C(=O)OCC (5-ethoxy-3-(2-ethoxycarbonyl-1-ethoxycarbonylhydrazino)-1,3-dihydro-3-phenylindol-2-one), COC1=C(C=CC(=C1)OC)S(=O)(=O)Cl (2,4-dimethoxybenzenesulfonyl chloride). The product is C(C)OC=1C=C2C(C(N(C2=CC1)S(=O)(=O)C1=C(C=C(C=C1)OC)OC)=O)(C1=CC=CC=C1)N(NC(=O)OCC)C(=O)OCC (5-Ethoxy-3-(2-ethoxycarbonyl-1-ethoxycarbonylhydrazino)-1,3-dihydro-1-(2,4-dimethoxybenzenesulfonyl)-3-phenylindol-2-one). As a reaction SMILES: [CH2:1]([O:3][C:4]1[CH:5]=[C:6]2[C:10](=[CH:11][CH:12]=1)[NH:9][C:8](=[O:13])[C:7]2([N:20]([C:27]([O:29][CH2:30][CH3:31])=[O:28])[NH:21][C:22]([O:24][CH2:25][CH3:26])=[O:23])[C:14]1[CH:19]=[CH:18][CH:17]=[CH:16][CH:15]=1)[CH3:2].[CH3:32][O:33][C:34]1[CH:39]=[C:38]([O:40][CH3:41])[CH:37]=[CH:36][C:35]=1[S:42](Cl)(=[O:44])=[O:43]>>[CH2:1]([O:3][C:4]1[CH:5]=[C:6]2[C:10](=[CH:11][CH:12]=1)[N:9]([S:42]([C:35]1[CH:36]=[CH:37][C:38]([O:40][CH3:41])=[CH:39][C:34]=1[O:33][CH3:32])(=[O:44])=[O:43])[C:8](=[O:13])[C:7]2([N:20]([C:27]([O:29][CH2:30][CH3:31])=[O:28])[NH:21][C:22]([O:24][CH2:25][CH3:26])=[O:23])[C:14]1[CH:15]=[CH:16][CH:17]=[CH:18][CH:19]=1)[CH3:2]. Procedure: This compound is prepared according to the procedure described in EXAMPLE 1 from 0.500 g of 5-ethoxy-3-(2-ethoxycarbonyl-1-ethoxycarbonylhydrazino)-1,3-dihydro-3-phenylindol-2-one and 0.280 g of 2,4-dimethoxybenzenesulfonyl chloride. The expected product is obtained after crystallization from a DCM/iso ether mixture. m=0.383 g. M.p.=228°-229° C.